From a dataset of the Open Reaction Database (ORD), a public repository of structured organic reaction records. describe an organic reaction: reactants, conditions, products, and yield Reactants: [H-].[Na+] (sodium hydride), C(C)O (ethanol), NC1=NC(=NC(=N1)F)OC(F)(F)F (2-amino-4-fluoro-6-trifluoromethoxy-1,3,5-triazine). Conditions: time 15 minute. Yields the product NC1=NC(=NC(=N1)OC)OC(F)(F)F (2-Amino-4-methoxy-6-trifluoromethoxy-1,3,5-triazine). As a reaction SMILES: [H-].[Na+].[NH2:3][C:4]1[N:9]=[C:8](F)[N:7]=[C:6]([O:11][C:12]([F:15])([F:14])[F:13])[N:5]=1.[CH2:16]([OH:18])C>>[NH2:3][C:4]1[N:9]=[C:8]([O:18][CH3:16])[N:7]=[C:6]([O:11][C:12]([F:15])([F:14])[F:13])[N:5]=1 |f:0.1|. Procedure details: 2.3 g (0.093 mol) of 97% strength sodium hydride were added a little at a time to 300 ml of ethanol at from 20 to 35° C. and stirring was carried out until dissolution was complete, which took 15 minutes. 18.5 g (0.093 mol) of 2-amino-4-fluoro-6-trifluoromethoxy-1,3,5-triazine were then added at 0° C. in the course of 10 minutes, while stirring and stirring was continued for 1 hour at 0° C. and overnight at 22° C. The mixture was evaporated down under reduced pressure, after which the residue wa... Starting materials: aqueous solution, [OH-].[Na+] (sodium hydroxide), N1CCC(CC1)NC(=O)C=1CCOC2=C(C1)C=C(C=C2)C2=CC=C(C=C2)C (N-(4-piperidinyl)-7-(4-methylphenyl)-2,3-dihydro-1-benzooxepine-4-carboxamide), C1(=CCCCCCC1)C=O (cyclooctene-1-carbaldehyde), C(C)(=O)O[BH-](OC(C)=O)OC(C)=O.[Na+] (sodium triacetoxyborohydride). The solvent is ClCCCl (1,2-dichloroethane). Run at time 8 hour. The product is C1(=CCCCCCC1)CN1CCC(CC1)NC(=O)C=1CCOC2=C(C1)C=C(C=C2)C2=CC=C(C=C2)C (N-(1-(cycloocten-1-yl)methylpiperidin-4-yl)-7-(4-methylphenyl)-2,3-dihydro-1-benzooxepine-4-carboxamide). The yield is 54.8%. RXN SMILES: [NH:1]1[CH2:6][CH2:5][CH:4]([NH:7][C:8]([C:10]2[CH2:11][CH2:12][O:13][C:14]3[CH:20]=[CH:19][C:18]([C:21]4[CH:26]=[CH:25][C:24]([CH3:27])=[CH:23][CH:22]=4)=[CH:17][C:15]=3[CH:16]=2)=[O:9])[CH2:3][CH2:2]1.[C:28]1([CH:36]=O)[CH2:35][CH2:34][CH2:33][CH2:32][CH2:31][CH2:30][CH:29]=1.C(O[BH-](OC(=O)C)OC(=O)C)(=O)C.[Na+].[OH-].[Na+]>ClCCCl>[C:28]1([CH2:36][N:1]2[CH2:2][CH2:3][CH:4]([NH:7][C:8]([C:10]3[CH2:11][CH2:12][O:13][C:14]4[CH:20]=[CH:19][C:18]([C:21]5[CH:22]=[CH:23][C:24]([CH3:27])=[CH:25][CH:26]=5)=[CH:17][C:15]=4[CH:16]=3)=[O:9])[CH2:5][CH2:6]2)[CH2:35][CH2:34][CH2:33][CH2:32][CH2:31][CH2:30][CH:29]=1 |f:2.3,4.5|. Procedure: To N-(4-piperidinyl)-7-(4-methylphenyl)-2,3-dihydro-1-benzooxepine-4-carboxamide (0.15 g) and cyclooctene-1-carbaldehyde (0.08 g) dissolved in 1,2-dichloroethane (10 ml) was added sodium triacetoxyborohydride (0.12 g) under ice cooling, and the resulting mixture was stirred at room temperature overnight under a nitrogen atmosphere. The reaction mixture was neutralized with a 1 N aqueous solution of sodium hydroxide, was then concentrated and was extracted with ethyl acetate. The organic layer wa... The yield is 25.0%. Reported procedure: To a solution of Example 252f (0.10 g, 0.20 mmol) in tetrahydrofuran (6 mL) stirring at 0° C. was added methylmagnesium bromide (0.498 mL, 0.498 mmol). The reaction mixture was stirred at 0° C. for 1 hour, and then aqueous HCl (1 M, 2 mL) was added. The reaction mixture was concentrated and partitioned between saturated aqueous sodium chloride (10 mL) and ethyl acetate. The organic phase was washed with saturated aqueous sodium chloride (30 mL), dried over anhydrous sodium sulfate, filtered, and... Reactants: C[Mg]Br (methylmagnesium bromide), FC1=C(OC2=C(C=C(C=C2)S(=O)(=O)C)C=2C3=C(C(N(C2)C)=O)NC(=C3)C(=O)OCC)C=CC(=C1)F (ethyl 4-(2-(2,4-difluorophenoxy)-5-(methylsulfonyl)phenyl)-6-methyl-7-oxo-6,7-dihydro-1 H-pyrrolo[2,3-c]pyridine-2-carboxylate), O1CCCC1 (tetrahydrofuran), Cl (HCl). The product is FC1=C(OC2=C(C=C(C=C2)S(=O)(=O)C)C=2C3=C(C(N(C2)C)=O)NC(=C3)C(=C)C)C=CC(=C1)F (4-[2-(2,4-difluorophenoxy)-5-(methylsulfonyl)phenyl]-6-methyl-2-(prop-1-en-2-yl)-1,6-dihydro-7H-pyrrolo[2,3-c]pyridin-7-one). Run at temperature 0 celsius, time 1 hour. Reaction SMILES: [F:1][C:2]1[CH:34]=[C:33]([F:35])[CH:32]=[CH:31][C:3]=1[O:4][C:5]1[CH:10]=[CH:9][C:8]([S:11]([CH3:14])(=[O:13])=[O:12])=[CH:7][C:6]=1[C:15]1[C:16]2[CH:25]=[C:24](C(OCC)=O)[NH:23][C:17]=2[C:18](=[O:22])[N:19]([CH3:21])[CH:20]=1.C[Mg]Br.Cl.O1C[CH2:43][CH2:42][CH2:41]1>>[F:1][C:2]1[CH:34]=[C:33]([F:35])[CH:32]=[CH:31][C:3]=1[O:4][C:5]1[CH:10]=[CH:9][C:8]([S:11]([CH3:14])(=[O:13])=[O:12])=[CH:7][C:6]=1[C:15]1[C:16]2[CH:25]=[C:24]([C:42]([CH3:43])=[CH2:41])[NH:23][C:17]=2[C:18](=[O:22])[N:19]([CH3:21])[CH:20]=1. The reactants are O=[N+]([O-])c1ccc(CCBr)cc1, CS(=O)[O-], [Na+]. The product is CS(=O)(=O)CCc1ccc([N+](=O)[O-])cc1. RXN SMILES: [Br:1][CH2:2][CH2:3][c:4]1[cH:5][cH:6][c:7]([N+:10](=[O:11])[O-:12])[cH:8][cH:9]1.[CH3:13][S:14](=[O:15])[O-:16].[Na+:17]>>[CH2:2]([CH2:3][c:4]1[cH:5][cH:6][c:7]([N+:10](=[O:11])[O-:12])[cH:8][cH:9]1)[S:14]([CH3:13])(=[O:15])=[O:16].